This data is from the Open Reaction Database (ORD), a public repository of structured organic reaction records. The task is: describe an organic reaction: reactants, conditions, products, and yield Starting materials: C(C)(C)(C)OC([C@@H](NC(C1=CC=C(C=C1)NC(CCSCC(CO)O)=O)=O)CCC(=O)OC(C)(C)C)=O ((4-(6,7-dihydroxy-4-thiaheptanoylamino)benzoyl)glutamic acid di-t-butyl ester), O (water), Example 6, CN(C)C1=NC=CC=C1 (dimethylaminopyridine). Solvent: C(Cl)(Cl)Cl (chloroform), C(CCCCCCCCCCCCC)Cl (myristyl chloride), C(C)N(CC)CC (triethylarnine). Reaction conditions: time 24 hour. The product is C(C)(C)(C)OC([C@@H](NC(C1=CC=C(C=C1)NC(CCSCC(COCCCCCCCCCCCCCC)OCCCCCCCCCCCCCC)=O)=O)CCC(=O)OC(C)(C)C)=O ((4-(6,7-bis(myristyloxy)-4-thiaheptanoylamino)benzoyl)glutamic acid di-t-butyl ester). Yield: 85.0%. As a reaction SMILES: [C:1]([O:5][C:6](=[O:37])[C@H:7]([CH2:28][CH2:29][C:30]([O:32][C:33]([CH3:36])([CH3:35])[CH3:34])=[O:31])[NH:8][C:9](=[O:27])[C:10]1[CH:15]=[CH:14][C:13]([NH:16][C:17](=[O:26])[CH2:18][CH2:19][S:20][CH2:21][CH:22]([OH:25])[CH2:23][OH:24])=[CH:12][CH:11]=1)([CH3:4])([CH3:3])[CH3:2].CN([C:41]1[CH:46]=[CH:45][CH:44]=[CH:43]N=1)C.O>C(Cl)(Cl)Cl.C(N(CC)CC)C.C(Cl)CCCCCCCCCCCCC>[C:1]([O:5][C:6](=[O:37])[C@H:7]([CH2:28][CH2:29][C:30]([O:32][C:33]([CH3:36])([CH3:35])[CH3:34])=[O:31])[NH:8][C:9](=[O:27])[C:10]1[CH:11]=[CH:12][C:13]([NH:16][C:17](=[O:26])[CH2:18][CH2:19][S:20][CH2:21][CH:22]([O:25][CH2:43][CH2:44][CH2:45][CH2:46][CH2:41][CH2:43][CH2:44][CH2:45][CH2:46][CH2:41][CH2:9][CH2:10][CH2:11][CH3:12])[CH2:23][O:24][CH2:41][CH2:46][CH2:45][CH2:44][CH2:43][CH2:43][CH2:44][CH2:45][CH2:46][CH2:41][CH2:6][CH2:7][CH2:28][CH3:29])=[CH:14][CH:15]=1)([CH3:4])([CH3:3])[CH3:2]. Procedure: To a solution of (4-(6,7-dihydroxy-4-thiaheptanoylamino)benzoyl)glutamic acid di-t-butyl ester as obtained in Reference Example 6 (50 mg) in chloroform (1 ml), triethylarnine (0.258 ml), myristyl chloride (0.196 ml) and dimethylaminopyridine (1 mg) were added, followed by stirring at room temperature for 24 hours. After addition of water, the reaction mixture was extracted with ethyl acetate. The extract was washed with a 5% aqueous solution of citric acid, a saturated aqueous solution of sodium... Starting materials: FC1=CC=C(C=C1)N1N=CC2=CC(=CC=C12)O[C@@H]([C@H](C)N)C1=CC(=CC=C1)OC ((1R,2S)-1-{[1-(4-fluorophenyl)-1H-indazol-5-yl]oxy}-1-(3-methoxyphenyl)propan-2-amine), CC1=CN=C(S1)C(=O)O (5-methylthiazole-2-carboxylic acid). Yields the product FC1=CC=C(C=C1)N1N=CC2=CC(=CC=C12)O[C@@H]([C@H](C)NC(=O)C=1SC(=CN1)C)C1=CC(=CC=C1)OC (N-[(1R,2S)-1-[1-(4-fluorophenyl)indazol-5-yl]oxy-1-(3-methoxyphenyl)propan-2yl]-5-methyl-1,3-thiazole-2-carboxamide). As a reaction SMILES: [F:1][C:2]1[CH:7]=[CH:6][C:5]([N:8]2[C:16]3[C:11](=[CH:12][C:13]([O:17][C@H:18]([C:22]4[CH:27]=[CH:26][CH:25]=[C:24]([O:28][CH3:29])[CH:23]=4)[C@@H:19]([NH2:21])[CH3:20])=[CH:14][CH:15]=3)[CH:10]=[N:9]2)=[CH:4][CH:3]=1.[CH3:30][C:31]1[S:35][C:34]([C:36](O)=[O:37])=[N:33][CH:32]=1>>[F:1][C:2]1[CH:3]=[CH:4][C:5]([N:8]2[C:16]3[C:11](=[CH:12][C:13]([O:17][C@H:18]([C:22]4[CH:27]=[CH:26][CH:25]=[C:24]([O:28][CH3:29])[CH:23]=4)[C@@H:19]([NH:21][C:36]([C:34]4[S:35][C:31]([CH3:30])=[CH:32][N:33]=4)=[O:37])[CH3:20])=[CH:14][CH:15]=3)[CH:10]=[N:9]2)=[CH:6][CH:7]=1. Procedure: Prepared as described in Example 269 from (1R,2S)-1-(1-(4-fluorophenyl)-1H-indazol-5-yloxy)-1-(3-methoxyphenyl)propan-2-amine (6a, 70 mg, 0.18 mmol) and 5-methylthiazole-2-carboxylic acid (30 mg, 0.21 mmol).